This data is from the Open Reaction Database (ORD), a public repository of structured organic reaction records. The task is: describe an organic reaction: reactants, conditions, products, and yield The reactants are N#Cc1ccccc1-c1cc2cc(CBr)ccc2o1, C1CCOC1, CN. Product: CNCc1ccc2oc(-c3ccccc3C#N)cc2c1. Reaction SMILES: [Br:1][CH2:2][c:3]1[cH:4][cH:5][c:6]2[c:7]([cH:8][c:9](-[c:11]3[c:12]([C:17]#[N:18])[cH:13][cH:14][cH:15][cH:16]3)[o:10]2)[cH:19]1.[CH2:22]1[O:23][CH2:24][CH2:25][CH2:26]1.[CH3:20][NH2:21]>>[CH2:2]([c:3]1[cH:4][cH:5][c:6]2[c:7]([cH:8][c:9](-[c:11]3[c:12]([C:17]#[N:18])[cH:13][cH:14][cH:15][cH:16]3)[o:10]2)[cH:19]1)[NH:21][CH3:20]. The reactants are Fc1ccc(C(F)(F)F)cc1-c1cc(Cl)c2cccnc2n1, Nc1ccncc1CO, C1COCCO1. The product is OCc1cnccc1Nc1cc(-c2cc(C(F)(F)F)ccc2F)nc2ncccc12. RXN SMILES: [Cl:1][c:2]1[cH:3][c:4](-[c:12]2[c:13]([F:22])[cH:14][cH:15][c:16]([C:18]([F:19])([F:20])[F:21])[cH:17]2)[n:5][c:6]2[n:7][cH:8][cH:9][cH:10][c:11]12.[NH2:23][c:24]1[c:25]([CH2:30][OH:31])[cH:26][n:27][cH:28][cH:29]1.[O:32]1[CH2:33][CH2:34][O:35][CH2:36][CH2:37]1>>[c:2]1([NH:23][c:24]2[c:25]([CH2:30][OH:31])[cH:26][n:27][cH:28][cH:29]2)[cH:3][c:4](-[c:12]2[c:13]([F:22])[cH:14][cH:15][c:16]([C:18]([F:19])([F:20])[F:21])[cH:17]2)[n:5][c:6]2[n:7][cH:8][cH:9][cH:10][c:11]12. The reactants are N1CC(C1)OC1=CC(=C(CN2CCN(CC2)C)C=C1)F (1-(4-(Azetidin-3-yloxy)-2-fluorobenzyl)-4-methylpiperazine), COC1=CC=C(C=C1)C1=NN=C(O1)C(=O)OCC (ethyl 5-(4-methoxyphenyl)-1,3,4-oxadiazole-2-carboxylate). The product is FC1=C(CN2CCN(CC2)C)C=CC(=C1)OC1CN(C1)C(=O)C=1OC(=NN1)C1=CC=CC=C1 (1-[2-Fluoro-4-({1-[(5-phenyl-1,3,4-oxadiazol-2-yl)carbonyl]azetidin-3-yl}oxy)benzyl]-4-methylpiperazine). Yield: 32.0%. As a reaction SMILES: [NH:1]1[CH2:4][CH:3]([O:5][C:6]2[CH:19]=[CH:18][C:9]([CH2:10][N:11]3[CH2:16][CH2:15][N:14]([CH3:17])[CH2:13][CH2:12]3)=[C:8]([F:20])[CH:7]=2)[CH2:2]1.CO[C:23]1[CH:28]=[CH:27][C:26]([C:29]2[O:33][C:32]([C:34](OCC)=[O:35])=[N:31][N:30]=2)=[CH:25][CH:24]=1>>[F:20][C:8]1[CH:7]=[C:6]([O:5][CH:3]2[CH2:4][N:1]([C:34]([C:32]3[O:33][C:29]([C:26]4[CH:25]=[CH:24][CH:23]=[CH:28][CH:27]=4)=[N:30][N:31]=3)=[O:35])[CH2:2]2)[CH:19]=[CH:18][C:9]=1[CH2:10][N:11]1[CH2:12][CH2:13][N:14]([CH3:17])[CH2:15][CH2:16]1. Procedure: Using a similar protocol as described in Example 10 employing 29D (0.10 g, 0.36 mmol) and ethyl 5-(4-methoxyphenyl)-1,3,4-oxadiazole-2-carboxylate (0.11 g, 0.43 mmol) as starting materials afforded 52 mg (30%) of 29 as a foam. Reaction SMILES: [CH3:12][S:13]([O:14][CH2:17][c:18]1[c:19]([O:26][CH3:27])[cH:20][cH:21][c:22]([O:24][CH3:25])[cH:23]1)(=[O:15])=[O:16].[nH:1]1[cH:2][cH:3][c:4]2[c:5]([CH:10]=[O:11])[cH:6][cH:7][cH:8][c:9]12>>[n:1]1([CH2:17][c:18]2[c:19]([O:26][CH3:27])[cH:20][cH:21][c:22]([O:24][CH3:25])[cH:23]2)[cH:2][cH:3][c:4]2[c:5]([CH:10]=[O:11])[cH:6][cH:7][cH:8][c:9]12. The product is COc1ccc(OC)c(Cn2ccc3c(C=O)cccc32)c1. Starting materials: COc1ccc(OC)c(COS(C)(=O)=O)c1, O=Cc1cccc2[nH]ccc12. Reaction conditions: time 16 hour. The yield is 95.0%. Reported procedure: Preparation of 2-trifluoromethyl-3H-naphthopyran-carboxylic acid. A solution of the ester from Step 1 (0.8 g, 2.5 mmol) was dissolved in 40 mL of ethanol and 10 mL of tetrahydrofuran, treated with sodium hydroxide (2.5 N, 10 mL, 25 mmol) and stirred at room temperature for 16 hours. The reaction mixture was acidified with 1.0 N HCl, whereupon a solid formed that was isolated by filtration. The solid was washed with 20 mL of water to afford 0.7 g (95%) of the title compound as a yellow solid: mp ... Run in O1CCCC1 (tetrahydrofuran). Reaction SMILES: [F:1][C:2]([F:21])([F:20])[C:3]1[CH2:4][O:5][C:6]2[CH:19]=[CH:18][C:17]3[C:12](=[CH:13][CH:14]=[CH:15][CH:16]=3)[C:7]=2[C:8]=1[C:9]([OH:11])=[O:10].[OH-].[Na+].Cl.[CH2:25](O)[CH3:26]>O1CCCC1>[F:21][C:2]([F:1])([F:20])[C:3]1[CH2:4][O:5][C:6]2[CH:19]=[CH:18][C:17]3[C:12](=[CH:13][CH:14]=[CH:15][CH:16]=3)[C:7]=2[C:8]=1[C:9]([O:11][CH2:25][CH3:26])=[O:10] |f:1.2|. Product: FC(C=1COC2=C(C1C(=O)OCC)C1=CC=CC=C1C=C2)(F)F (ethyl 2-trifluoromethyl-3H-naphthopyran-carboxylate). Starting materials: FC(C=1COC2=C(C1C(=O)O)C1=CC=CC=C1C=C2)(F)F (2-trifluoromethyl-3H-naphthopyran-carboxylic acid), ester, C(C)O (ethanol), Cl (HCl), [OH-].[Na+] (sodium hydroxide). Starting materials: O=S1(=O)NCCNc2ccc(Oc3ccc(OCc4ccccc4)cc3)cc21, CCO, Cl, C1COCCO1. Product: O=S1(=O)NCCNc2ccc(Oc3ccc(O)cc3)cc21. Reaction SMILES: [CH2:1]([c:2]1[cH:3][cH:4][cH:5][cH:6][cH:7]1)[O:8][c:9]1[cH:10][cH:11][c:12]([O:13][c:14]2[cH:15][c:16]3[c:17]([cH:25][cH:26]2)[NH:18][CH2:19][CH2:20][NH:21][S:22]3(=[O:23])=[O:24])[cH:27][cH:28]1.[CH3:30][CH2:31][OH:32].[ClH:29].[O:33]1[CH2:34][CH2:35][O:36][CH2:37][CH2:38]1>>[OH:8][c:9]1[cH:10][cH:11][c:12]([O:13][c:14]2[cH:15][c:16]3[c:17]([cH:25][cH:26]2)[NH:18][CH2:19][CH2:20][NH:21][S:22]3(=[O:23])=[O:24])[cH:27][cH:28]1. The reactants are CC1=C(C(=CC=C1)C)S (2,6-dimethylbenzenethiol), ClC1=NC=CC(=C1)[N+](=O)[O-] (2-chloro-4-nitropyridine), [H-].[Na+] (sodium hydride), oil. Yields the product ClC1=NC=CC(=C1)SC1=C(C=CC=C1C)C (2-chloro-4-(2,6-dimethylphenylthio)pyridine). Isolated yield 85.7%. As a reaction SMILES: [CH3:1][C:2]1[CH:7]=[CH:6][CH:5]=[C:4]([CH3:8])[C:3]=1[SH:9].[H-].[Na+].[Cl:12][C:13]1[CH:18]=[C:17]([N+]([O-])=O)[CH:16]=[CH:15][N:14]=1>>[Cl:12][C:13]1[CH:18]=[C:17]([S:9][C:3]2[C:4]([CH3:8])=[CH:5][CH:6]=[CH:7][C:2]=2[CH3:1])[CH:16]=[CH:15][N:14]=1 |f:1.2|. Procedure details: Using the method of Example 3, Step A, 2,6-dimethylbenzenethiol (0.872 g, 6.31 mmol), 60% sodium hydride in mineral oil (252 mg, 6.31 mmol), and 2-chloro-4-nitropyridine (1.00 g, 6.31 mmol) were reacted to provide 2-chloro-4-(2,6-dimethylphenylthio)pyridine (1.35 g, 86% yield) as a white solid. 1H NMR (CDCl3) δ 8.07 (d, 1H), 7.22-7.34 (m, 3H), 6.75 (s, 1H), 6.71 (d, 1H), 2.40 (s, 6H).